This data is from the Open Reaction Database (ORD), a public repository of structured organic reaction records. The task is: describe an organic reaction: reactants, conditions, products, and yield Starting materials: C1COCCN1, CCOC(=O)c1cccc2[nH]c(CCl)nc12, CC(Cl)Cl. Product: CCOC(=O)c1cccc2[nH]c(CN3CCOCC3)nc12. Reaction SMILES: [CH2:17]1[CH2:18][O:19][CH2:20][CH2:21][NH:22]1.[Cl:1][CH2:2][c:3]1[n:4][c:5]2[c:6]([nH:7]1)[cH:8][cH:9][cH:10][c:11]2[C:12](=[O:13])[O:14][CH2:15][CH3:16].[Cl:23][CH:24]([Cl:25])[CH3:26]>>[CH2:2]([c:3]1[n:4][c:5]2[c:6]([nH:7]1)[cH:8][cH:9][cH:10][c:11]2[C:12](=[O:13])[O:14][CH2:15][CH3:16])[N:22]1[CH2:17][CH2:18][O:19][CH2:20][CH2:21]1. Starting materials: CC(C)(C)O, ClCCl, O=C(Cl)Oc1cc(Cl)c(Cl)cc1Cl, c1ccc2ncccc2c1. Product: CC(C)(C)OC(=O)Oc1cc(Cl)c(Cl)cc1Cl. Reaction SMILES: [C:14]([CH3:15])([CH3:16])([CH3:17])[OH:18].[CH2:29]([Cl:30])[Cl:31].[Cl:1][C:2](=[O:3])[O:4][c:5]1[c:6]([Cl:13])[cH:7][c:8]([Cl:12])[c:9]([Cl:11])[cH:10]1.[cH:19]1[cH:20][c:21]2[c:22]([n:23][cH:24][cH:25][cH:26]2)[cH:27][cH:28]1>>[C:2](=[O:3])([O:4][c:5]1[c:6]([Cl:13])[cH:7][c:8]([Cl:12])[c:9]([Cl:11])[cH:10]1)[O:18][C:14]([CH3:15])([CH3:16])[CH3:17]. The reactants are COC=C1C(=O)NC(=O)c2ccc(I)cc21, NCc1ccc(-c2ccc(F)cc2)c(O)c1. Yields the product O=C1NC(=O)c2ccc(I)cc2C1=CNCc1ccc(-c2ccc(F)cc2)c(O)c1. RXN SMILES: [I:1][c:2]1[cH:3][c:4]2[c:9]([cH:10][cH:11]1)[C:8](=[O:12])[NH:7][C:6](=[O:13])[C:5]2=[CH:14][O:15][CH3:16].[NH2:17][CH2:18][c:19]1[cH:20][c:21]([OH:32])[c:22](-[c:25]2[cH:26][cH:27][c:28]([F:31])[cH:29][cH:30]2)[cH:23][cH:24]1>>[I:1][c:2]1[cH:3][c:4]2[c:9]([cH:10][cH:11]1)[C:8](=[O:12])[NH:7][C:6](=[O:13])[C:5]2=[CH:14][NH:17][CH2:18][c:19]1[cH:20][c:21]([OH:32])[c:22](-[c:25]2[cH:26][cH:27][c:28]([F:31])[cH:29][cH:30]2)[cH:23][cH:24]1. The reactants are C1(=CC=CC=C1)C1CC(=O)OC(C1)=O (3-phenylglutaric anhydride), C(=O)(OCC1C2=CC=CC=C2C2=CC=CC=C12)NN (Fmoc-hydrazine). The solvent is C1CCOC1 (THF). The product is C1=CC=CC=2C3=CC=CC=C3C(C12)COC(=O)NNC(CC(CC(=O)O)C1=CC=CC=C1)=O (5-[N′-(9H-fluoren-9-ylmethoxycarbonyl)hydrazino]-5-oxo-3-phenylpentanoic acid). As a reaction SMILES: [C:1]1([CH:7]2[CH2:13][C:12](=[O:14])[O:11][C:9](=[O:10])[CH2:8]2)[CH:6]=[CH:5][CH:4]=[CH:3][CH:2]=1.[C:15]([NH:32][NH2:33])([O:17][CH2:18][CH:19]1[C:31]2[C:26](=[CH:27][CH:28]=[CH:29][CH:30]=2)[C:25]2[C:20]1=[CH:21][CH:22]=[CH:23][CH:24]=2)=[O:16]>C1COCC1>[CH:21]1[C:20]2[CH:19]([CH2:18][O:17][C:15]([NH:32][NH:33][C:12](=[O:14])[CH2:13][CH:7]([C:1]3[CH:2]=[CH:3][CH:4]=[CH:5][CH:6]=3)[CH2:8][C:9]([OH:11])=[O:10])=[O:16])[C:31]3[C:26](=[CH:27][CH:28]=[CH:29][CH:30]=3)[C:25]=2[CH:24]=[CH:23][CH:22]=1. Procedure: 2.0 mmol of 3-phenylglutaric anhydride and 2.0 mmol of Fmoc-hydrazine are dissolved in 30 ml of THF and heated under reflux for 16 hours. The product is then extracted with 50 ml of DCM and 50 ml of 1N HCl solution and the organic phase is dried with MgSO4 and filtered off. Removal of the solvent gives 5-[N′-(9H-fluoren-9-ylmethoxycarbonyl)hydrazino]-5-oxo-3-phenylpentanoic acid.